From a dataset of the Open Reaction Database (ORD), a public repository of structured organic reaction records. describe an organic reaction: reactants, conditions, products, and yield Reaction SMILES: CC1C=CC(S(O[CH2:12][CH:13]2[CH2:22][CH2:21][C:20]3[C:15](=[CH:16][C:17]([S:23]([CH3:26])(=[O:25])=[O:24])=[CH:18][CH:19]=3)[O:14]2)(=O)=O)=CC=1.[NH:27]1[CH2:32][CH2:31][O:30][CH2:29][CH2:28]1>C(#N)C>[CH3:26][S:23]([C:17]1[CH:16]=[C:15]2[C:20]([CH2:21][CH2:22][CH:13]([CH2:12][N:27]3[CH2:32][CH2:31][O:30][CH2:29][CH2:28]3)[O:14]2)=[CH:19][CH:18]=1)(=[O:24])=[O:25]. The reactants are ( 6 ), CC1=CC=C(C=C1)S(=O)(=O)OCC1OC2=CC(=CC=C2CC1)S(=O)(=O)C ([7-(methylsulfonyl)-3,4-dihydro-2H-chromen-2-yl]methyl 4-methylbenzenesulfonate), ( 5 ), N1CCOCC1 (morpholine), ( 3 ), ( 6 ). The product is CS(=O)(=O)C1=CC=C2CCC(OC2=C1)CN1CCOCC1 (4-{[7-(METHYLSULFONYL)-3,4-DIHYDRO-2H-CHROMEN-2-YL]METHYL}MORPHOLINE). Procedure: Preparation according to Example 25: [7-(methylsulfonyl)-3,4-dihydro-2H-chromen-2-yl]methyl 4-methylbenzenesulfonate (0.020 g, 0.0504 mmol), morpholine (0.5 ml), ACN (3 ml). MS m/z (rel. intensity, 70 eV) 311 (M+, 2), 132 (3), 131 (5), 101 (6), 100 (bp), 56 (6). The solvent is C(C)#N (ACN). Starting materials: C1CCOC1, C[Si](C)(C)[N-][Si](C)(C)C, O=C(Cl)c1cc(Cl)ccc1Cl, CN1CC=C(c2c[nH]c3c(F)cc(F)cc23)CC1, [Na+]. Product: CN1CC=C(c2cn(C(=O)c3cc(Cl)ccc3Cl)c3c(F)cc(F)cc23)CC1. Reaction SMILES: [CH2:40]1[O:41][CH2:42][CH2:43][CH2:44]1.[CH3:31][Si:32]([N-:33][Si:34]([CH3:35])([CH3:36])[CH3:37])([CH3:38])[CH3:39].[Cl:19][c:20]1[c:21]([C:22](=[O:23])[Cl:24])[cH:25][c:26]([Cl:29])[cH:27][cH:28]1.[F:1][c:2]1[cH:3][c:4]2[c:5]([C:12]3=[CH:17][CH2:16][N:15]([CH3:18])[CH2:14][CH2:13]3)[cH:6][nH:7][c:8]2[c:9]([F:11])[cH:10]1.[Na+:30]>>[F:1][c:2]1[cH:3][c:4]2[c:5]([C:12]3=[CH:17][CH2:16][N:15]([CH3:18])[CH2:14][CH2:13]3)[cH:6][n:7]([C:22]([c:21]3[c:20]([Cl:19])[cH:28][cH:27][c:26]([Cl:29])[cH:25]3)=[O:23])[c:8]2[c:9]([F:11])[cH:10]1. Reactants: CCCCCCC, C=C(C)CC(C)(CO)C1CC=C(C)C1(C)C. Yields the product CC1=CCC(C2(C)COC(C)(C)C2)C1(C)C. RXN SMILES: [CH3:17][CH2:18][CH2:19][CH2:20][CH2:21][CH2:22][CH3:23].[CH3:1][C:2]1([CH3:16])[CH:3]([C:8]([CH2:9][OH:10])([CH2:11][C:12](=[CH2:13])[CH3:14])[CH3:15])[CH2:4][CH:5]=[C:6]1[CH3:7]>>[CH3:1][C:2]1([CH3:16])[CH:3]([C:8]2([CH3:15])[CH2:9][O:10][C:12]([CH3:13])([CH3:14])[CH2:11]2)[CH2:4][CH:5]=[C:6]1[CH3:7]. The reagents and catalysts are C=1C=CC(=CC1)/C=C/C(=O)/C=C/C2=CC=CC=C2.C=1C=CC(=CC1)/C=C/C(=O)/C=C/C2=CC=CC=C2.C=1C=CC(=CC1)/C=C/C(=O)/C=C/C2=CC=CC=C2.[Pd].[Pd] (Pd2(dba)3). Isolated yield 45.6%. Procedure: A solution of [(S)-1-(4-bromo-phenyl)-ethyl]-[2-(2-chloro-5-methoxy-4-nitro-phenyl)-ethyl]-carbamic acid tert-butyl ester (0.66 g, 1.17 mmol), N-Boc piperazine (0.44 g, 2.34 mmol), cesium carbonate (0.96 g, 2.92 mmol) and devphos (46.1 mg, 0.117 mmol) in 1,4-dioxane (5 mL) was degassed with argon. Pd2(dba)3 (0.054 g, 0.058 mmol) was added and the mixture heated to reflux for 3 hours under an argon atmosphere. The mixture was allowed to cool to room temperature, diluted with water (30 mL) and ext... As a reaction SMILES: [C:1]([O:5][C:6](=[O:31])[N:7]([C@H:22]([C:24]1[CH:29]=[CH:28][C:27](Br)=[CH:26][CH:25]=1)[CH3:23])[CH2:8][CH2:9][C:10]1[CH:15]=[C:14]([O:16][CH3:17])[C:13]([N+:18]([O-:20])=[O:19])=[CH:12][C:11]=1[Cl:21])([CH3:4])([CH3:3])[CH3:2].[C:32]([N:39]1[CH2:44][CH2:43][NH:42][CH2:41][CH2:40]1)([O:34][C:35]([CH3:38])([CH3:37])[CH3:36])=[O:33].C(=O)([O-])[O-].[Cs+].[Cs+]>O1CCOCC1.O.C1C=CC(/C=C/C(/C=C/C2C=CC=CC=2)=O)=CC=1.C1C=CC(/C=C/C(/C=C/C2C=CC=CC=2)=O)=CC=1.C1C=CC(/C=C/C(/C=C/C2C=CC=CC=2)=O)=CC=1.[Pd].[Pd]>[C:35]([O:34][C:32]([N:39]1[CH2:44][CH2:43][N:42]([C:27]2[CH:28]=[CH:29][C:24]([C@@H:22]([N:7]([C:6]([O:5][C:1]([CH3:4])([CH3:3])[CH3:2])=[O:31])[CH2:8][CH2:9][C:10]3[CH:15]=[C:14]([O:16][CH3:17])[C:13]([N+:18]([O-:20])=[O:19])=[CH:12][C:11]=3[Cl:21])[CH3:23])=[CH:25][CH:26]=2)[CH2:41][CH2:40]1)=[O:33])([CH3:38])([CH3:36])[CH3:37] |f:2.3.4,7.8.9.10.11|. Yields the product C(C)(C)(C)OC(=O)N1CCN(CC1)C1=CC=C(C=C1)[C@H](C)N(CCC1=C(C=C(C(=C1)OC)[N+](=O)[O-])Cl)C(=O)OC(C)(C)C (4-[4-((S)-1-{tert-Butoxycarbonyl-[2-(2-chloro-5-methoxy-4-nitro-phenyl)-ethyl]-amino}-ethyl)-phenyl]-piperazine-1-carboxylic acid tert-butyl ester). The reactants are C(C)(C)(C)OC(N(CCC1=C(C=C(C(=C1)OC)[N+](=O)[O-])Cl)[C@@H](C)C1=CC=C(C=C1)Br)=O ([(S)-1-(4-bromo-phenyl)-ethyl]-[2-(2-chloro-5-methoxy-4-nitro-phenyl)-ethyl]-carbamic acid tert-butyl ester), C(=O)(OC(C)(C)C)N1CCNCC1 (N-Boc piperazine), C([O-])([O-])=O.[Cs+].[Cs+] (cesium carbonate). Run in O1CCOCC1 (1,4-dioxane), O (water). The reactants are CO, CC(=O)NCC1CN(c2ccc(N3CC4CN(C(=O)COCc5ccccc5)CC4C3)c(F)c2)C(=O)O1, [H][H]. The product is CC(=O)NCC1CN(c2ccc(N3CC4CN(C(=O)CO)CC4C3)c(F)c2)C(=O)O1. Reaction SMILES: [CH3:40][OH:41].[F:1][c:2]1[cH:3][c:4]([N:27]2[C:28](=[O:37])[O:29][CH:30]([CH2:32][NH:33][C:34]([CH3:35])=[O:36])[CH2:31]2)[cH:5][cH:6][c:7]1[N:8]1[CH2:9][CH:10]2[CH2:11][N:12]([C:16]([CH2:17][O:18][CH2:19][c:20]3[cH:21][cH:22][cH:23][cH:24][cH:25]3)=[O:26])[CH2:13][CH:14]2[CH2:15]1.[H:38][H:39]>>[F:1][c:2]1[cH:3][c:4]([N:27]2[C:28](=[O:37])[O:29][CH:30]([CH2:32][NH:33][C:34]([CH3:35])=[O:36])[CH2:31]2)[cH:5][cH:6][c:7]1[N:8]1[CH2:9][CH:10]2[CH2:11][N:12]([C:16]([CH2:17][OH:18])=[O:26])[CH2:13][CH:14]2[CH2:15]1. Starting materials: O=C1N(CN(C12CCNCC2)C2=CC=CC=C2)CC=2C=C(C(=O)OC(C)(C)C)C=CC2 (tert-butyl 3-((4-oxo-1-phenyl-1,3,8-triazaspiro[4.5]decan-3-yl)methyl)benzoate), ClCCCN1C(C(C2=CC=CC=C12)C)=O (1-(3-chloropropyl)-3-methylindolin-2-one), [I-].[Na+] (sodium iodide), C([O-])([O-])=O.[K+].[K+] (potassium carbonate). The solvent is CC(CC)=O (2-butanone). Reaction conditions: temperature 81 celsius, time 16 hour. Product: CC1C(N(C2=CC=CC=C12)CCCN1CCC2(C(N(CN2C2=CC=CC=C2)CC=2C=C(C(=O)OC(C)(C)C)C=CC2)=O)CC1)=O (tert-butyl 3-((8-(3-(3-methyl-2-oxoindolin-1-yl)propyl)-4-oxo-1-phenyl-1,3,8-triazaspiro[4.5]decan-3-yl)methyl)benzoate). Isolated yield 34.6%. Reaction SMILES: [O:1]=[C:2]1[C:6]2([CH2:11][CH2:10][NH:9][CH2:8][CH2:7]2)[N:5]([C:12]2[CH:17]=[CH:16][CH:15]=[CH:14][CH:13]=2)[CH2:4][N:3]1[CH2:18][C:19]1[CH:20]=[C:21]([CH:29]=[CH:30][CH:31]=1)[C:22]([O:24][C:25]([CH3:28])([CH3:27])[CH3:26])=[O:23].Cl[CH2:33][CH2:34][CH2:35][N:36]1[C:44]2[C:39](=[CH:40][CH:41]=[CH:42][CH:43]=2)[CH:38]([CH3:45])[C:37]1=[O:46].[I-].[Na+].C(=O)([O-])[O-].[K+].[K+]>CC(=O)CC>[CH3:45][CH:38]1[C:39]2[C:44](=[CH:43][CH:42]=[CH:41][CH:40]=2)[N:36]([CH2:35][CH2:34][CH2:33][N:9]2[CH2:10][CH2:11][C:6]3([N:5]([C:12]4[CH:13]=[CH:14][CH:15]=[CH:16][CH:17]=4)[CH2:4][N:3]([CH2:18][C:19]4[CH:20]=[C:21]([CH:29]=[CH:30][CH:31]=4)[C:22]([O:24][C:25]([CH3:28])([CH3:26])[CH3:27])=[O:23])[C:2]3=[O:1])[CH2:7][CH2:8]2)[C:37]1=[O:46] |f:2.3,4.5.6|. Reported procedure: A mixture of tert-butyl 3-((4-oxo-1-phenyl-1,3,8-triazaspiro[4.5]decan-3-yl)methyl)benzoate (200 mg, 0.475 mmol, 1 equiv), 1-(3-chloropropyl)-3-methylindolin-2-one (155 mg, 0.665 mmol, 1.4 equiv), sodium iodide (28.5 mg, 0.19 mmol, 0.4 equiv) and potassium carbonate (71.4 mg, 0.7125 mmol, 1.5 equiv) in 2-butanone was stirred at 81° C. for 16 h. After cooling the reaction mixture, the crude mixture was partitioned between ethyl acetate and water. The organic layer was dried over MgSO4, filtered, ...